Dataset: the Open Reaction Database (ORD), a public repository of structured organic reaction records. Task: describe an organic reaction: reactants, conditions, products, and yield Starting materials: ClC1=C(C(=CC(=C1)Cl)Cl)CC(C)=O (1-(2,4,6-trichloro-phenyl)-propan-2-one), N1=CC=CC=C1 (pyridine), Cl.CON (O-methyl-hydroxylamine hydrochloride). Run in CO (methanol). Reaction conditions: time 18 hour. Product: CON=C(CC1=C(C=C(C=C1Cl)Cl)Cl)C (1-(2,4,6-trichloro-phenyl)-propan-2-one O-methyl-oxime). As a reaction SMILES: [Cl:1][C:2]1[CH:7]=[C:6]([Cl:8])[CH:5]=[C:4]([Cl:9])[C:3]=1[CH2:10][C:11](=O)[CH3:12].N1C=CC=CC=1.Cl.[CH3:21][O:22][NH2:23]>CO>[CH3:21][O:22][N:23]=[C:11]([CH3:12])[CH2:10][C:3]1[C:2]([Cl:1])=[CH:7][C:6]([Cl:8])=[CH:5][C:4]=1[Cl:9] |f:2.3|. Procedure: To a stirred solution of crude 1-(2,4,6-trichloro-phenyl)-propan-2-one prepared as described in example P1, (12 g, 0.050 mol) in methanol (100 ml) was added pyridine (6.8 ml, 0.084 mol), followed by O-methyl-hydroxylamine hydrochloride (6.70 g, 0.080 mol). The resulting mixture was stirred at ambient temperature for 18 hours. Methanol was removed under reduced pressure and the residue poured in 1N hydrochloric acid (300 ml) which was extracted with ethyl acetate (3×100 ml). Organics were combine...